This data is from the Open Reaction Database (ORD), a public repository of structured organic reaction records. The task is: describe an organic reaction: reactants, conditions, products, and yield Starting materials: C1(=CC=CC=C1)N1C(CC(NC2=C1C=C(C=C2)Cl)=O)=O (1-phenyl 8-chloro 1,2,4,5-tetrahydro 2,4-dioxo 3H-1,5-benzodiazepine), C(C)O (ethanol), halide. Yields the product C1(=CC=CC=C1)N1C(CC(N(C2=C1C=C(C=C2)Cl)C)=O)=O (1-phenyl 5-methyl 8-chloro 1,2,4,5-tetrahydo 2,4-dioxo 3H-1,5-benzodiazepine). RXN SMILES: [C:1]1([N:7]2[C:13]3[CH:14]=[C:15]([Cl:18])[CH:16]=[CH:17][C:12]=3[NH:11][C:10](=[O:19])[CH2:9][C:8]2=[O:20])[CH:6]=[CH:5][CH:4]=[CH:3][CH:2]=1.[CH2:21](O)C>>[C:1]1([N:7]2[C:13]3[CH:14]=[C:15]([Cl:18])[CH:16]=[CH:17][C:12]=3[N:11]([CH3:21])[C:10](=[O:19])[CH2:9][C:8]2=[O:20])[CH:6]=[CH:5][CH:4]=[CH:3][CH:2]=1. Procedure: Starting from 1-phenyl 8-chloro 1,2,4,5-tetrahydro 2,4-dioxo 3H-1,5-benzodiazepine(obtained according to the example XI) and from a halide, and operating according to the example X, there is obtained 1-phenyl 5-methyl 8-chloro 1,2,4,5-tetrahydo 2,4-dioxo 3H-1,5-benzodiazepine, melting at 166°-168° C. after recristallisation in 50% ethanol. Procedure details: The title compound is prepared from (S)-4-(5-chloro-2-methyl-2,3-dihydro-furo[2,3-c]pyridin-2-yl)-piperidine-1-carboxylic acid tert-butyl ester and 1-methanesulfonyl-4-(4,4,5,5-tetramethyl-[1,3,2]dioxaborolan-2-yl)-1,2,3,6-tetrahydro-pyridine following a procedure analogous to that described for Intermediate 10. LC (method 4): tR=1.02 min; Mass spectrum (ESI+): m/z=478 [M+H]+. Reactants: C(C)(C)(C)OC(=O)N1CCC(CC1)[C@@]1(CC=2C(=CN=C(C2)Cl)O1)C ((S)-4-(5-chloro-2-methyl-2,3-dihydro-furo[2,3-c]pyridin-2-yl)-piperidine-1-carboxylic acid tert-butyl ester), CS(=O)(=O)N1CCC(=CC1)B1OC(C(O1)(C)C)(C)C (1-methanesulfonyl-4-(4,4,5,5-tetramethyl-[1,3,2]dioxaborolan-2-yl)-1,2,3,6-tetrahydro-pyridine), Intermediate 10. Reaction SMILES: [C:1]([O:5][C:6]([N:8]1[CH2:13][CH2:12][CH:11]([C@@:14]2([CH3:24])[O:23][C:17]3=[CH:18][N:19]=[C:20](Cl)[CH:21]=[C:16]3[CH2:15]2)[CH2:10][CH2:9]1)=[O:7])([CH3:4])([CH3:3])[CH3:2].[CH3:25][S:26]([N:29]1[CH2:34][CH:33]=[C:32](B2OC(C)(C)C(C)(C)O2)[CH2:31][CH2:30]1)(=[O:28])=[O:27]>>[C:1]([O:5][C:6]([N:8]1[CH2:13][CH2:12][CH:11]([C@:14]2([CH3:24])[O:23][C:17]3=[CH:18][N:19]=[C:20]([C:32]4[CH2:33][CH2:34][N:29]([S:26]([CH3:25])(=[O:28])=[O:27])[CH2:30][CH:31]=4)[CH:21]=[C:16]3[CH2:15]2)[CH2:10][CH2:9]1)=[O:7])([CH3:4])([CH3:3])[CH3:2]. The product is C(C)(C)(C)OC(=O)N1CCC(CC1)[C@]1(CC=2C(=CN=C(C2)C=2CCN(CC2)S(=O)(=O)C)O1)C ((R)-4-[5-(1-Methanesulfonyl-1,2,3,6-tetrahydro-pyridin-4-yl)-2-methyl-2,3-dihydro-furo[2,3-c]pyridin-2-yl]-piperidine-1-carboxylic acid tert-butyl ester). Reactants: C(N)(=O)C=1C=C(C=CC1)NC(C(=O)O)C1=CC(=C(C=C1)F)OC (2-(3-Carbamoylphenylamino)-2-(4-fluoro-3-methoxyphenyl)acetic acid), Cl.C(C)(C)S(=O)(=O)C1=C(C=C(C=C1)NC(N(C)C)=O)[C@@H]1NCCC1 ((R)-3-(4-(Isopropylsulfonyl)-3-(pyrrolidin-2-yl)phenyl)-1,1-dimethylurea hydrochloride). The product is CN(C(NC=1C=CC(=C(C1)[C@@H]1N(CCC1)C([C@@H](C1=CC(=C(C=C1)F)OC)NC=1C=C(C(=O)N)C=CC1)=O)S(=O)(=O)C(C)C)=O)C (3-((R)-2-((R)-2-(5-(3,3-Dimethylureido)-2-(isopropylsulfonyl)phenyl)pyrrolidin-1-yl)-1-(4-fluoro-3-methoxyphenyl)-2-oxoethylamino)benzamide). Reaction SMILES: [C:1]([C:4]1[CH:5]=[C:6]([NH:10][CH:11]([C:15]2[CH:20]=[CH:19][C:18]([F:21])=[C:17]([O:22][CH3:23])[CH:16]=2)[C:12]([OH:14])=O)[CH:7]=[CH:8][CH:9]=1)(=[O:3])[NH2:2].Cl.[CH:25]([S:28]([C:31]1[CH:36]=[CH:35][C:34]([NH:37][C:38](=[O:42])[N:39]([CH3:41])[CH3:40])=[CH:33][C:32]=1[C@H:43]1[CH2:47][CH2:46][CH2:45][NH:44]1)(=[O:30])=[O:29])([CH3:27])[CH3:26]>>[CH3:41][N:39]([CH3:40])[C:38](=[O:42])[NH:37][C:34]1[CH:35]=[CH:36][C:31]([S:28]([CH:25]([CH3:26])[CH3:27])(=[O:30])=[O:29])=[C:32]([C@H:43]2[CH2:47][CH2:46][CH2:45][N:44]2[C:12](=[O:14])[C@H:11]([NH:10][C:6]2[CH:5]=[C:4]([CH:9]=[CH:8][CH:7]=2)[C:1]([NH2:2])=[O:3])[C:15]2[CH:20]=[CH:19][C:18]([F:21])=[C:17]([O:22][CH3:23])[CH:16]=2)[CH:33]=1 |f:1.2|. Reported procedure: Example 59 was prepared according to the general coupling condition using 7D and 31A. 1H NMR (400 MHz, Methanol-d4) δ ppm 1.15 (d, J=6.57 Hz, 3 H) 1.40 (d, J=6.82 Hz, 3H) 1.64-1.80 (m, 1H) 1.92-2.20 (m, 2H) 2.39-2.57 (m, 1H) 2.97 (s, 6H) 3.62-3.76 (m, 4H) 3.81-3.95 (m, 1H) 4.06-4.18 (m, 1H) 5.38 (s, 1H) 5.63 (dd, J=8.08, 5.05 Hz, 1H) 6.78-6.89 (m, 2H) 6.93-7.08 (m, 3H) 7.09-7.22 (m, 3H) 7.25 (dd, J=8.72, 2.15 Hz, 1H) 7.69 (d, J=8.84 Hz, 1H), LC-MS 640 (M+H). Reactants: BrC1(C(NC2=CC=C(C=C12)C#N)=O)Br (3,3-Dibromo-2-oxo-2,3-dihydro-1H-indole-5-carbonitrile). The reagents and catalysts are [Zn] (Zn). Solvent: C(C)(=O)O (acetic acid). Product: O=C1NC2=CC=C(C=C2C1)C#N (2-Oxo-2,3-dihydro-1H-indole-5-carbonitrile). Isolated yield 36.1%. RXN SMILES: Br[C:2]1(Br)[C:10]2[C:5](=[CH:6][CH:7]=[C:8]([C:11]#[N:12])[CH:9]=2)[NH:4][C:3]1=[O:13]>C(O)(=O)C.[Zn]>[O:13]=[C:3]1[CH2:2][C:10]2[C:5](=[CH:6][CH:7]=[C:8]([C:11]#[N:12])[CH:9]=2)[NH:4]1. Reported procedure: A solution of 3,3-Dibromo-2-oxo-2,3-dihydro-1H-indole-5-carbonitrile (10.5 grams, 33.3 mmole) and Zn dust (22.0 grams, 338.5 mmole) in acetic acid (250 ml) was stirred at room temperature for 45 minutes. The mixture was filtered through celite and concentrated to dryness. The resulting oil was diluted with 300 ml water and extracted with ethyl acetate. The combined extracts were washed with 1 N sodium hydroxide and brine, dried over MgSO4, filtered, and concentrated to give a white solid (1.9 g)... The reactants are NC=1N=CC(=NC1C1=NC2=C(N1)C=CC=C2)C2=CCN(CC2)S(=O)(=O)CCN2C(C1=CC=CC=C1C2=O)=O (2-(2-(4-(5-amino-6-(1H-benzo[d]imidazol-2-yl)pyrazin-2-yl)-5,6-dihydropyridin-1(2H)-ylsulfonyl)ethyl)isoindoline-1,3-dione), NN (hydrazine). The solvent is C(C)O (ethanol), CS(=O)C (DMSO). Conditions: temperature 80 celsius. The product is NCCS(=O)(=O)N1CCC(=CC1)C=1N=C(C(=NC1)N)C1=NC2=C(N1)C=CC=C2 (5-(1-(2-aminoethylsulfonyl)-1,2,3,6-tetrahydropyridin-4-yl)-3-(1H-benzo[d]imidazol-2-yl)pyrazin-2-amine). The yield is 22.3%. Reaction SMILES: [NH2:1][C:2]1[N:3]=[CH:4][C:5]([C:17]2[CH2:22][CH2:21][N:20]([S:23]([CH2:26][CH2:27][N:28]3C(=O)C4C(=CC=CC=4)C3=O)(=[O:25])=[O:24])[CH2:19][CH:18]=2)=[N:6][C:7]=1[C:8]1[NH:12][C:11]2[CH:13]=[CH:14][CH:15]=[CH:16][C:10]=2[N:9]=1.NN>C(O)C.CS(C)=O>[NH2:28][CH2:27][CH2:26][S:23]([N:20]1[CH2:19][CH:18]=[C:17]([C:5]2[N:6]=[C:7]([C:8]3[NH:12][C:11]4[CH:13]=[CH:14][CH:15]=[CH:16][C:10]=4[N:9]=3)[C:2]([NH2:1])=[N:3][CH:4]=2)[CH2:22][CH2:21]1)(=[O:25])=[O:24]. Procedure: To a suspension of 2-(2-(4-(5-amino-6-(1H-benzo[d]imidazol-2-yl)pyrazin-2-yl)-5,6-dihydropyridin-1(2H)-ylsulfonyl)ethyl)isoindoline-1,3-dione (24 mg, 0.045 mmol) in ethanol (240 μL) was added hydrazine (1.5 mg, 1.4 μL, 0.045 mmol), and the reaction mixture was heated at 80° C. for 2 h. The reaction mixture was cooled to room temperature and was dissolved in 0.5 ml of DMSO and purified via reverse phase HPLC using 1 to 99% MeOH in H2O 2O (0.05% HCl as modifier) to obtain 5-(1-(2-aminoethylsulfony... The reactants are C#CCOc1ccccc1C(=O)O, C#CCOc1cccc(C(=O)O)c1, C#CCOc1ccc(C(=O)O)cc1, C#CCOc1ccc(OC)c(C(=O)O)c1, C#CCOc1c(OC)cc(C(=O)O)cc1OC, Nc1nccnc1N, Nc1ccnnc1N. Product: C#CCOc1ccc(C(=O)O)c(OCC#C)c1. RXN SMILES: [CH2:17]([C:18]#[CH:19])[O:20][c:21]1[c:22]([C:23](=[O:24])[OH:25])[cH:26][cH:27][cH:28][cH:29]1.[CH2:30]([C:31]#[CH:32])[O:33][c:34]1[cH:35][c:36]([C:40]([OH:41])=[O:42])[cH:37][cH:38][cH:39]1.[CH2:43]([O:44][c:45]1[cH:46][cH:47][c:48]([C:49]([OH:50])=[O:51])[cH:52][cH:53]1)[C:54]#[CH:55].[CH3:56][O:57][c:58]1[cH:59][cH:60][c:61]([O:62][CH2:63][C:64]#[CH:65])[cH:66][c:67]1[C:68]([OH:69])=[O:70].[CH3:71][O:72][c:73]1[cH:74][c:75]([C:85]([OH:86])=[O:87])[cH:76][c:77]([O:78][CH3:79])[c:80]1[O:81][CH2:82][C:83]#[CH:84].[NH2:1][c:2]1[c:3]([NH2:4])[n:5][cH:6][cH:7][n:8]1.[NH2:9][c:10]1[n:11][n:12][cH:13][cH:14][c:15]1[NH2:16]>>[CH2:17]([C:18]#[CH:19])[O:20][c:21]1[c:22]([C:23](=[O:24])[OH:25])[cH:26][cH:27][c:28]([O:33][CH2:30][C:31]#[CH:32])[cH:29]1. Starting materials: [BH4-], O=C(NC(Cc1ccccc1)C(=O)CCl)OCc1ccccc1, CO, ClC(Cl)Cl, [Na+], C1CCOC1. Product: O=C(NC(Cc1ccccc1)C(O)CCl)OCc1ccccc1. Reaction SMILES: [BH4-:1].[CH2:3]([c:4]1[cH:5][cH:6][cH:7][cH:8][cH:9]1)[O:10][C:11](=[O:12])[NH:13][CH:14]([CH2:15][c:16]1[cH:17][cH:18][cH:19][cH:20][cH:21]1)[C:22](=[O:23])[CH2:24][Cl:25].[CH3:30][OH:31].[CH:26]([Cl:27])([Cl:28])[Cl:29].[Na+:2].[O:32]1[CH2:33][CH2:34][CH2:35][CH2:36]1>>[CH2:3]([c:4]1[cH:5][cH:6][cH:7][cH:8][cH:9]1)[O:10][C:11](=[O:12])[NH:13][CH:14]([CH2:15][c:16]1[cH:17][cH:18][cH:19][cH:20][cH:21]1)[CH:22]([OH:23])[CH2:24][Cl:25].